This data is from the Open Reaction Database (ORD), a public repository of structured organic reaction records. The task is: describe an organic reaction: reactants, conditions, products, and yield Reactants: OCCCBr, O=C([O-])[O-], Clc1ccc(-c2cn(Cc3ccccc3)c3c2CNCC3)cc1, [Cs+], [Cs+], CN(C)C=O, O. Product: OCCCN1CCc2c(c(-c3ccc(Cl)cc3)cn2Cc2ccccc2)C1. As a reaction SMILES: [Br:30][CH2:31][CH2:32][CH2:33][OH:34].[C:24](=[O:25])([O-:26])[O-:27].[CH2:1]([c:2]1[cH:3][cH:4][cH:5][cH:6][cH:7]1)[n:8]1[cH:9][c:10](-[c:17]2[cH:18][cH:19][c:20]([Cl:23])[cH:21][cH:22]2)[c:11]2[c:16]1[CH2:15][CH2:14][NH:13][CH2:12]2.[Cs+:28].[Cs+:29].[O:35]=[CH:36][N:37]([CH3:38])[CH3:39].[OH2:40]>>[CH2:1]([c:2]1[cH:3][cH:4][cH:5][cH:6][cH:7]1)[n:8]1[cH:9][c:10](-[c:17]2[cH:18][cH:19][c:20]([Cl:23])[cH:21][cH:22]2)[c:11]2[c:16]1[CH2:15][CH2:14][N:13]([CH2:31][CH2:32][CH2:33][OH:34])[CH2:12]2. As a reaction SMILES: [C:1]([C:4]1[CH:13]([C:14]2[CH:21]=[CH:20][C:17]([C:18]#[N:19])=[CH:16][C:15]=2[Cl:22])[C:12]2[C:11](=[O:23])[NH:10][CH:9]=[CH:8][C:7]=2[NH:6][C:5]=1[CH3:24])(=[O:3])[CH3:2].ClCCl.F[B-](F)(F)F.[CH2:33]([O+](CC)CC)[CH3:34].CO>O>[C:1]([C:4]1[CH:13]([C:14]2[CH:21]=[CH:20][C:17]([C:18]#[N:19])=[CH:16][C:15]=2[Cl:22])[C:12]2[C:7](=[CH:8][CH:9]=[N:10][C:11]=2[O:23][CH2:33][CH3:34])[NH:6][C:5]=1[CH3:24])(=[O:3])[CH3:2] |f:2.3|. Procedure: 245 mg (0.721 mmol) of 4-(3-acetyl-2-methyl-5-oxo-1,4,5,6-tetrahydro-1,6-naphthyridin-4-yl)-3-chlorobenzonitrile are dissolved under an argon atmosphere in 15 ml of abs. dichloromethane, and 273 mg (1.442 mmol) of triethyloxonium tetrafluoroborate are added. After a reaction time of two hours at room temperature (reaction checked by HPLC), the mixture is mixed with 5 ml of methanol and 0.5 ml of water and stirred for a further 2 h. It is then diluted with 20 ml of water and extracted three times... Solvent: O (water), O (water). Reactants: CO (methanol), C(C)(=O)C1=C(NC=2C=CNC(C2C1C1=C(C=C(C#N)C=C1)Cl)=O)C (4-(3-acetyl-2-methyl-5-oxo-1,4,5,6-tetrahydro-1,6-naphthyridin-4-yl)-3-chlorobenzonitrile), ClCCl (dichloromethane), F[B-](F)(F)F.C(C)[O+](CC)CC (triethyloxonium tetrafluoroborate). Reaction conditions: time 2 hour. Product: C(C)(=O)C1=C(NC2=CC=NC(=C2C1C1=C(C=C(C#N)C=C1)Cl)OCC)C (4-(3-Acetyl-5-ethoxy-2-methyl-1,4-dihydro-1,6-naphthyridin-4-yl)-3-chlorobenzonitrile).